Dataset: the Open Reaction Database (ORD), a public repository of structured organic reaction records. Task: describe an organic reaction: reactants, conditions, products, and yield Starting materials: NC=1C=C(C=C(C1)S(=O)(=O)NC(C)(C)C)CCC=1C=C(C=CC1)NC(OC(C)(C)C)=O (tert-butyl [3-(2-{3-amino-5-[(tert-butylamino)sulfonyl]phenyl}ethyl)phenyl]carbamate), BrC=1C(=NC(=NC1)Cl)Cl (5-bromo-2,4-dichloropyrimidine). Yields the product BrC=1C(=NC(=NC1)Cl)NC=1C=C(C=C(C1)S(=O)(=O)NC(C)(C)C)CCC=1C=C(C=CC1)NC(OC(C)(C)C)=O (tert-Butyl [3-(2-{3-[(5-bromo-2-chloropyrimidin-4-yl)amino]-5-[(tert-butylamino)sulfonyl]phenyl}ethyl)phenyl]carbamate). Isolated yield 44.0%. As a reaction SMILES: [NH2:1][C:2]1[CH:3]=[C:4]([CH2:16][CH2:17][C:18]2[CH:19]=[C:20]([NH:24][C:25](=[O:31])[O:26][C:27]([CH3:30])([CH3:29])[CH3:28])[CH:21]=[CH:22][CH:23]=2)[CH:5]=[C:6]([S:8]([NH:11][C:12]([CH3:15])([CH3:14])[CH3:13])(=[O:10])=[O:9])[CH:7]=1.[Br:32][C:33]1[C:34](Cl)=[N:35][C:36]([Cl:39])=[N:37][CH:38]=1>>[Br:32][C:33]1[C:34]([NH:1][C:2]2[CH:3]=[C:4]([CH2:16][CH2:17][C:18]3[CH:19]=[C:20]([NH:24][C:25](=[O:31])[O:26][C:27]([CH3:30])([CH3:29])[CH3:28])[CH:21]=[CH:22][CH:23]=3)[CH:5]=[C:6]([S:8]([NH:11][C:12]([CH3:14])([CH3:15])[CH3:13])(=[O:10])=[O:9])[CH:7]=2)=[N:35][C:36]([Cl:39])=[N:37][CH:38]=1. Procedure: The desired compound was prepared according to the procedure of Example B5, step G using tert-butyl [3-(2-{3-amino-5-[(tert-butylamino)sulfonyl]phenyl}ethyl)phenyl]carbamate and 5-bromo-2,4-dichloropyrimidine as the starting materials in 44% yield. LCMS for C27H33BrClN5O4SNa (M+Na)+: m/z=660.3, 662.3. Starting materials: Cc1cc2cccc(C=O)c2o1, CC(=O)O, CCO, NNc1cc(N2CCOCC2)n2nc(-c3ccccc3)cc2n1. Yields the product Cc1cc2cccc(C=NNc3cc(N4CCOCC4)n4nc(-c5ccccc5)cc4n3)c2o1. RXN SMILES: [CH3:24][c:25]1[o:26][c:27]2[c:28]([cH:29]1)[cH:30][cH:31][cH:32][c:33]2[CH:34]=[O:35].[CH3:36][C:37](=[O:38])[OH:39].[CH3:40][CH2:41][OH:42].[O:1]1[CH2:2][CH2:3][N:4]([c:7]2[cH:8][c:9]([NH:22][NH2:23])[n:10][c:11]3[n:12]2[n:13][c:14](-[c:16]2[cH:17][cH:18][cH:19][cH:20][cH:21]2)[cH:15]3)[CH2:5][CH2:6]1>>[O:1]1[CH2:2][CH2:3][N:4]([c:7]2[cH:8][c:9]([NH:22][N:23]=[CH:34][c:33]3[c:27]4[o:26][c:25]([CH3:24])[cH:29][c:28]4[cH:30][cH:31][cH:32]3)[n:10][c:11]3[n:12]2[n:13][c:14](-[c:16]2[cH:17][cH:18][cH:19][cH:20][cH:21]2)[cH:15]3)[CH2:5][CH2:6]1. Starting materials: [Al+3], C1CCOC1, COC(=O)C1=CCCC(CCOCc2ccccc2)C1, CC(C)C[AlH]CC(C)C, [H-], [H-], [H-], [H-], [Li+], O=S(=O)=O, c1ccncc1. Product: CC1=CCCC(CCOCc2ccccc2)C1. Reaction SMILES: [Al+3:41].[CH2:46]1[O:47][CH2:48][CH2:49][CH2:50]1.[CH3:1][O:2][C:3](=[O:4])[C:5]1=[CH:6][CH2:7][CH2:8][CH:9]([CH2:11][CH2:12][O:13][CH2:14][c:15]2[cH:16][cH:17][cH:18][cH:19][cH:20]2)[CH2:10]1.[CH3:21][CH:22]([CH2:23][AlH:24][CH2:25][CH:26]([CH3:27])[CH3:28])[CH3:29].[H-:40].[H-:43].[H-:44].[H-:45].[Li+:42].[S:36](=[O:37])(=[O:38])=[O:39].[n:30]1[cH:31][cH:32][cH:33][cH:34][cH:35]1>>[CH3:3][C:5]1=[CH:6][CH2:7][CH2:8][CH:9]([CH2:11][CH2:12][O:13][CH2:14][c:15]2[cH:16][cH:17][cH:18][cH:19][cH:20]2)[CH2:10]1.